This data is from the Open Reaction Database (ORD), a public repository of structured organic reaction records. The task is: describe an organic reaction: reactants, conditions, products, and yield Yields the product COC(=O)c1cc(CNC(=O)OC(C)(C)C)ccc1NC1CCN(C(=O)OCc2ccccc2)CC1. The reactants are CC(=O)O, ClCCl, COC(=O)c1cc(CNC(=O)OC(C)(C)C)ccc1N, [Na+], O=C([O-])O, O=C1CCN(C(=O)OCc2ccccc2)CC1. As a reaction SMILES: [C:46]([OH:47])(=[O:48])[CH3:49].[Cl:43][CH2:44][Cl:45].[NH2:18][c:19]1[c:20]([C:21](=[O:22])[O:23][CH3:24])[cH:25][c:26]([CH2:29][NH:30][C:31](=[O:32])[O:33][C:34]([CH3:35])([CH3:36])[CH3:37])[cH:27][cH:28]1.[Na+:42].[O-:38][C:39]([OH:40])=[O:41].[O:1]=[C:2]1[CH2:3][CH2:4][N:5]([C:8](=[O:9])[O:10][CH2:11][c:12]2[cH:13][cH:14][cH:15][cH:16][cH:17]2)[CH2:6][CH2:7]1>>[CH:2]1([NH:18][c:19]2[c:20]([C:21](=[O:22])[O:23][CH3:24])[cH:25][c:26]([CH2:29][NH:30][C:31](=[O:32])[O:33][C:34]([CH3:35])([CH3:36])[CH3:37])[cH:27][cH:28]2)[CH2:3][CH2:4][N:5]([C:8](=[O:9])[O:10][CH2:11][c:12]2[cH:13][cH:14][cH:15][cH:16][cH:17]2)[CH2:6][CH2:7]1. Reactants: CCC(CC)(c1ccc(CCC(OCOC)(C(F)(F)F)C(F)(F)F)c(C)c1)c1ccc(B2OC(C)(C)C(C)(C)O2)c(C)c1, COC(=O)Cc1cncc(Br)c1, [K+], [K+], [K+], O, O=P([O-])([O-])[O-], c1ccc(P(c2ccccc2)(c2ccccc2)[Pd](P(c2ccccc2)(c2ccccc2)c2ccccc2)(P(c2ccccc2)(c2ccccc2)c2ccccc2)P(c2ccccc2)(c2ccccc2)c2ccccc2)cc1. Yields the product CCC(CC)(c1ccc(CCC(OCOC)(C(F)(F)F)C(F)(F)F)c(C)c1)c1ccc(-c2cncc(CC(=O)OC)c2)c(C)c1. As a reaction SMILES: [CH2:1]([CH3:2])[C:3]([CH2:4][CH3:5])([c:6]1[cH:7][c:8]([CH3:27])[c:9]([CH2:12][CH2:13][C:14]([C:15]([F:16])([F:17])[F:18])([C:19]([F:20])([F:21])[F:22])[O:23][CH2:24][O:25][CH3:26])[cH:10][cH:11]1)[c:28]1[cH:29][c:30]([CH3:43])[c:31]([B:34]2[O:35][C:36]([CH3:37])([CH3:38])[C:39]([CH3:40])([CH3:41])[O:42]2)[cH:32][cH:33]1.[CH3:44][O:45][C:46]([CH2:47][c:48]1[cH:49][n:50][cH:51][c:52]([Br:54])[cH:53]1)=[O:55].[K+:61].[K+:62].[K+:63].[OH2:141].[P:56]([O-:57])([O-:58])([O-:59])=[O:60].[cH:64]1[cH:65][cH:66][c:67]([P:68]([Pd:69]([P:70]([c:71]2[cH:72][cH:73][cH:74][cH:75][cH:76]2)([c:77]2[cH:78][cH:79][cH:80][cH:81][cH:82]2)[c:83]2[cH:84][cH:85][cH:86][cH:87][cH:88]2)([P:89]([c:90]2[cH:91][cH:92][cH:93][cH:94][cH:95]2)([c:96]2[cH:97][cH:98][cH:99][cH:100][cH:101]2)[c:102]2[cH:103][cH:104][cH:105][cH:106][cH:107]2)[P:108]([c:109]2[cH:110][cH:111][cH:112][cH:113][cH:114]2)([c:115]2[cH:116][cH:117][cH:118][cH:119][cH:120]2)[c:121]2[cH:122][cH:123][cH:124][cH:125][cH:126]2)([c:127]2[cH:128][cH:129][cH:130][cH:131][cH:132]2)[c:133]2[cH:134][cH:135][cH:136][cH:137][cH:138]2)[cH:139][cH:140]1>>[CH2:1]([CH3:2])[C:3]([CH2:4][CH3:5])([c:6]1[cH:7][c:8]([CH3:27])[c:9]([CH2:12][CH2:13][C:14]([C:15]([F:16])([F:17])[F:18])([C:19]([F:20])([F:21])[F:22])[O:23][CH2:24][O:25][CH3:26])[cH:10][cH:11]1)[c:28]1[cH:29][c:30]([CH3:43])[c:31](-[c:52]2[cH:51][n:50][cH:49][c:48]([CH2:47][C:46]([O:45][CH3:44])=[O:55])[cH:53]2)[cH:32][cH:33]1.